From a dataset of the Open Reaction Database (ORD), a public repository of structured organic reaction records. describe an organic reaction: reactants, conditions, products, and yield Reactants: FC(C1=NC(=CC(=C1C(=O)OC)O)C(F)(F)F)(F)F (Methyl 2,6-bis(trifluoromethyl)-4-hydroxy-3-pyridinecarboxylate), N1=C(C=CC=C1C)C (2,6-lutidine), O=P(Cl)(Cl)Cl (POCl3). The product is FC(C1=NC(=CC(=C1C(=O)OC)Cl)C(F)(F)F)(F)F (Methyl 2,6-bis(trifluoromethyl)-4-chloro-3-pyridinecarboxylate). Yield: 19.7%. RXN SMILES: [F:1][C:2]([F:19])([F:18])[C:3]1[C:8]([C:9]([O:11][CH3:12])=[O:10])=[C:7](O)[CH:6]=[C:5]([C:14]([F:17])([F:16])[F:15])[N:4]=1.N1C(C)=CC=CC=1C.O=P(Cl)(Cl)[Cl:30]>>[F:1][C:2]([F:19])([F:18])[C:3]1[C:8]([C:9]([O:11][CH3:12])=[O:10])=[C:7]([Cl:30])[CH:6]=[C:5]([C:14]([F:17])([F:16])[F:15])[N:4]=1. Procedure details: A mixture of 6.7 g (0.0232 mol) of product of Example 4, 2.8 g (0.026 mol) of 2,6-lutidine, and 50 ml of POCl3 was held at reflux for 18 hours and concentrated. The residue was treated with water and extracted with ether. The ether extract was washed with 10% NaOH and then with saturated NaCl, dried, and concentrated. The residue was kugelrohr distilled at 133 Pa (pot temperature 90° C.). The distillate was recrystallized from hexane at low temperature to give 1.4 g (19.7%) of product; mp 48°-49... Reactants: NC=1C=C2CCC(NC2=CC1)=O (6-amino-3,4-dihydrocarbostyril), [OH-].[Na+] (sodium hydroxide), CI (methyl iodide), C(=S)=S (carbon disulfide). Solvent: CN(C=O)C (dimethylformamide), O (water). Product: N1C(=O)CCC2=CC(=CC=C12)NC(SC)=S (methyl (3,4-dihydrocarbostyril-6-yl)-dithiocarbamate). Reaction SMILES: [NH2:1][C:2]1[CH:3]=[C:4]2[C:9](=[CH:10][CH:11]=1)[NH:8][C:7](=[O:12])[CH2:6][CH2:5]2.[OH-].[Na+].[C:15](=[S:17])=[S:16].[CH3:18]I>CN(C)C=O.O>[NH:8]1[C:9]2[C:4](=[CH:3][C:2]([NH:1][C:15](=[S:17])[S:16][CH3:18])=[CH:11][CH:10]=2)[CH2:5][CH2:6][C:7]1=[O:12] |f:1.2|. Procedure: To a solution of 6-amino-3,4-dihydrocarbostyril (3.24 g) in dimethylformamide (10 ml) is added 20N aqueous sodium hydroxide (1.2 ml) with stirring at room temperature. To the mixture is further added carbon disulfide (1.57 ml), and the mixture is stirred at the same temperature for 1 hour. To the reaction mixture is added methyl iodide (1.56 ml) under ice-cooling, and the mixture is stirred at the same temperature for 2.5 hours. After the reaction, the reaction mixture is poured into water, and ...